Dataset: the Open Reaction Database (ORD), a public repository of structured organic reaction records. Task: describe an organic reaction: reactants, conditions, products, and yield Conditions: time 5 hour. Reactants: O1C(CCC1)COC(=O)C=1C(C(=C(NC1C)C)C(=O)OC)C1=CC(=CC=C1)C#N (4-(3-cyanophenyl)-2,6-dimethyl 1,4-dihydropyridine-3,5-dicarboxylic acid 3-methyl ester 5-(tetrahydrofuran-2-ylmethyl) ester), [Cr](=O)(=O)([O-])Cl.[NH+]1=CC=CC=C1 (pyridinium chlorochromate). Yield: 78.0%. The solvent is C(Cl)Cl (CH2Cl2). Reaction SMILES: [O:1]1[CH2:5][CH2:4][CH2:3][CH:2]1[CH2:6][O:7][C:8]([C:10]1[CH:11]([C:22]2[CH:27]=[CH:26][CH:25]=[C:24]([C:28]#[N:29])[CH:23]=2)[C:12]([C:18]([O:20][CH3:21])=[O:19])=[C:13]([CH3:17])[NH:14][C:15]=1[CH3:16])=[O:9].[Cr](Cl)([O-])(=O)=O.[NH+]1C=CC=CC=1>C(Cl)Cl>[O:1]1[CH2:5][CH2:4][CH2:3][CH:2]1[CH2:6][O:7][C:8]([C:10]1[C:11]([C:22]2[CH:27]=[CH:26][CH:25]=[C:24]([C:28]#[N:29])[CH:23]=2)=[C:12]([C:18]([O:20][CH3:21])=[O:19])[C:13]([CH3:17])=[N:14][C:15]=1[CH3:16])=[O:9] |f:1.2|. Procedure: A mixture of 10 g (0.025 mol) of 4-(3-cyanophenyl)-2,6-dimethyl 1,4-dihydropyridine-3,5-dicarboxylic acid 3-methyl ester 5-(tetrahydrofuran-2-ylmethyl) ester, obtained as described in A), and 91 g (0.076 mol) of pyridinium chlorochromate adsorbed on alumina, was suspended on 250 ml of CH2Cl2, and the suspension was stirred at room temperature for 5 hours. The remaining solid was separated by filtration, and the organic solution was washed with water (3×150 ml), dried with anh. Na2SO4, and concen... Product: O1C(CCC1)COC(=O)C=1C(=C(C(=NC1C)C)C(=O)OC)C1=CC(=CC=C1)C#N (4-(3-Cyanophenyl)-2,6-dimethyl pyridine-3,5-dicarboxylic acid 3-methyl ester 5-(tetrahydrofuran-2-ylmethyl) ester). Reactants: [H-].[Na+] (Sodium hydride), COC1=CC=C(CCN2[C@@H](CCC2)CN2C3=C(SCC4=C2C=CC=C4)C=CC=C3)C=C1 ((S)-5,11-Dihydro-5-[1-(4-methoxyphenethyl)-2-pyrrolidinylmethyl]dibenzo[b,e][1,4]thiazepine), CC1=CC=C(C=C1)S(=O)(=O)N1[C@@H](CCC1)COS(=O)(=O)C1=CC=C(C=C1)C ((S)-1-(4-methylphenylsulphonyl)-2-(4-methylphenylsulphonyloxymethyl)pyrrolidine). Solvent: CN(C=O)C (dimethylformamide), CN(C=O)C (dimethylformamide). Conditions: temperature 60 celsius. Product: CC1=CC=C(C=C1)S(=O)(=O)N1[C@@H](CCC1)CN1C2=C(SCC3=C1C=CC=C3)C=CC=C2 ((S)-5,11-Dihydro-5-(1-[4-methylphenylsulphonyl]-2-pyrrolidinylmethyl)dibenzo[b,e][1,4]thiazepine). The yield is 22.4%. RXN SMILES: [H-].[Na+].COC1C=CC(CCN2CCC[C@H]2C[N:17]2[C:23]3[CH:24]=[CH:25][CH:26]=[CH:27][C:22]=3[CH2:21][S:20][C:19]3[CH:28]=[CH:29][CH:30]=[CH:31][C:18]2=3)=CC=1.[CH3:34][C:35]1[CH:40]=[CH:39][C:38]([S:41]([N:44]2[CH2:48][CH2:47][CH2:46][C@H:45]2[CH2:49]OS(C2C=CC(C)=CC=2)(=O)=O)(=[O:43])=[O:42])=[CH:37][CH:36]=1>CN(C)C=O>[CH3:34][C:35]1[CH:36]=[CH:37][C:38]([S:41]([N:44]2[CH2:48][CH2:47][CH2:46][C@H:45]2[CH2:49][N:17]2[C:23]3[CH:24]=[CH:25][CH:26]=[CH:27][C:22]=3[CH2:21][S:20][C:19]3[CH:28]=[CH:29][CH:30]=[CH:31][C:18]2=3)(=[O:42])=[O:43])=[CH:39][CH:40]=1 |f:0.1|. Procedure: Sodium hydride (80% dispersion in oil, 40 mg) was added to a solution of 5,11-dihydrodibenzo[b,e][1,4]thiazepine (see Example 1 for source) (213 mg) in dimethylformamide (10 ml) and the mixture heated at 60° C. for 45 minutes, treated with a solution of (S)-1-(4-methylphenylsulphonyl)-2-(4-methylphenylsulphonyloxymethyl)pyrrolidine (see Preparation 15 for source) (440 mg) in dimethylformamide (5 ml), heated at 60° C. for 7 hours and evaporated under reduced pressure. The residue was partitioned ... Starting materials: FC(C(=O)N(CC=1OC(=C(N1)C1=CC=CC=C1)C1=CC=CC=C1)C1CCC2=C(C=CC=C12)OC)(F)F (1-[N-trifluoroacetyl-N-[(4,5-diphenyloxazol-2-yl)methyl]amino]-2,3-dihydro-4-methoxy-1H-indene), [OH-].[Na+] (NaOH). The solvent is CO (methanol). The product is C1(=CC=CC=C1)C=1N=C(OC1C1=CC=CC=C1)CNC1CCC2=C(C=CC=C12)OC (1-(4,5-diphenyloxazol-2-yl)methylamino-2,3-dihydro-4-methoxy-1H-indene). Isolated yield 81.4%. Reaction SMILES: FC(F)(F)C([N:5]([CH:24]1[C:32]2[C:27](=[C:28]([O:33][CH3:34])[CH:29]=[CH:30][CH:31]=2)[CH2:26][CH2:25]1)[CH2:6][C:7]1[O:8][C:9]([C:18]2[CH:23]=[CH:22][CH:21]=[CH:20][CH:19]=2)=[C:10]([C:12]2[CH:17]=[CH:16][CH:15]=[CH:14][CH:13]=2)[N:11]=1)=O.[OH-].[Na+]>CO>[C:12]1([C:10]2[N:11]=[C:7]([CH2:6][NH:5][CH:24]3[C:32]4[C:27](=[C:28]([O:33][CH3:34])[CH:29]=[CH:30][CH:31]=4)[CH2:26][CH2:25]3)[O:8][C:9]=2[C:18]2[CH:23]=[CH:22][CH:21]=[CH:20][CH:19]=2)[CH:17]=[CH:16][CH:15]=[CH:14][CH:13]=1 |f:1.2|. Procedure details: To a solution of 1-[N-trifluoroacetyl-N-[(4,5-diphenyloxazol-2-yl)methyl]amino]-2,3-dihydro-4-methoxy-1H-indene (0.29 g) of methanol (2 ml) was added 1N NaOH aqueous solution (2 ml). The mixture was refluxed for 1 day and the solvent was removed in vacuo. The residue was extracted with ethyl acetate, dried over MgSO4 and evaporated in vacuo. The residue was purified by chromatography on silica gel to afford 1-(4,5-diphenyloxazol-2-yl)methylamino-2,3-dihydro-4-methoxy-1H-indene (0.19 g). Starting materials: OCCN(C(=O)C1=NC(=NC(=C1OCC1=CC=CC=C1)O)CC1(CCCC1)C1=CC=C(C=C1)Cl)C(C)C (5-Benzyloxy-2-[1-(4-chlorophenyl)-cyclopentylmethyl]-6-hydroxypyrimidine-4-carboxylic acid (2-hydroxyethyl)-isopropylamide), C(C1=CC=CC=C1)OC1=C2N(C(=NC1=O)CC1=C(C=CC=C1)C1=CC=CC=C1)CCN(C2=O)C (9-benzyloxy-6-biphenyl-2-ylmethyl-2-methyl-3,4-dihydro-2H-pyrazino[1,2-c]pyrimidine-1,8-dione). The product is C(C1=CC=CC=C1)OC1=C2N(C(=NC1=O)CC1(CCCC1)C1=CC=C(C=C1)Cl)CCN(C2=O)C(C)C (9-Benzyloxy-6-[1-(4-chlorophenyl)-cyclopentylmethyl]-2-isopropyl-3,4-dihydro-2H-pyrazino[1,2-c]pyrimidine-1,8-dione). Isolated yield 46.5%. As a reaction SMILES: O[CH2:2][CH2:3][N:4]([CH:35]([CH3:37])[CH3:36])[C:5]([C:7]1[C:12]([O:13][CH2:14][C:15]2[CH:20]=[CH:19][CH:18]=[CH:17][CH:16]=2)=[C:11]([OH:21])[N:10]=[C:9]([CH2:22][C:23]2([C:28]3[CH:33]=[CH:32][C:31]([Cl:34])=[CH:30][CH:29]=3)[CH2:27][CH2:26][CH2:25][CH2:24]2)[N:8]=1)=[O:6].C(OC1C(=O)N=C(CC2C=CC=CC=2C2C=CC=CC=2)N2CCN(C)C(=O)C=12)C1C=CC=CC=1>>[CH2:14]([O:13][C:12]1[C:11](=[O:21])[N:10]=[C:9]([CH2:22][C:23]2([C:28]3[CH:33]=[CH:32][C:31]([Cl:34])=[CH:30][CH:29]=3)[CH2:27][CH2:26][CH2:25][CH2:24]2)[N:8]2[CH2:2][CH2:3][N:4]([CH:35]([CH3:37])[CH3:36])[C:5](=[O:6])[C:7]=12)[C:15]1[CH:16]=[CH:17][CH:18]=[CH:19][CH:20]=1. Procedure: 9-Benzyloxy-6-[1-(4-chlorophenyl)-cyclopentylmethyl]-2-isopropyl-3,4-dihydro-2H-pyrazino[1,2-c]pyrimidine-1,8-dione 31-03 (900 mg, 46.51%) was synthesized from 5-benzyloxy-2-[1-(4-chlorophenyl)-cyclopentylmethyl]-6-hydroxypyrimidine-4-carboxylic acid (2-hydroxyethyl)-isopropylamide (30-03) (2 g, 3.824 mmol) as a white solid following the procedure as described for 9-benzyloxy-6-biphenyl-2-ylmethyl-2-methyl-3,4-dihydro-2H-pyrazino[1,2-c]pyrimidine-1,8-dione (11-01). The reactants are CC=1C=C(C=CC1[N+](=O)[O-])NCCCCCC(=O)OC (methyl 6-[(3-methyl-4-nitrophenyl)amino]hexanoate), Cl (hydrogen chloride). The solvent is CO (methanol), CO (methanol). The product is Cl.Cl.NC1=C(C=C(C=C1)NCCCCCC(=O)OC)C (methyl 6-[(4-amino-3-methylphenyl)amino]hexanoate dihydrochloride). As a reaction SMILES: [CH3:1][C:2]1[CH:3]=[C:4]([NH:11][CH2:12][CH2:13][CH2:14][CH2:15][CH2:16][C:17]([O:19][CH3:20])=[O:18])[CH:5]=[CH:6][C:7]=1[N+:8]([O-])=O.[ClH:21]>CO>[ClH:21].[ClH:21].[NH2:8][C:7]1[CH:6]=[CH:5][C:4]([NH:11][CH2:12][CH2:13][CH2:14][CH2:15][CH2:16][C:17]([O:19][CH3:20])=[O:18])=[CH:3][C:2]=1[CH3:1] |f:3.4.5|. Procedure details: 2.3 g of nitro derivative (14) prepared above and about 100 ml of methanol were introduced into a 200 ml autoclave (hydrogenator) equipped with a magnetic stirrer. The solution obtained was degassed with nitrogen. 0.4 g of palladium-on-charcoal (5% humidity, containing 50% water) was added thereto. The reaction mixture was stirred, while flushing once with hydrogen, and hydrogen was then introduced to a pressure of about 5 bar. After reaction for 4 hours, the reactor was flushed with nitrogen. T... Procedure: The title compound was prepared from 4-methoxybezenesulfonyl chloride and 4-piperidone monohydrate hydrochloride according to the procedure of Intermediate 22 as an off-white solid; 1H NMR (CDCl3) δ 2.54 (t, J=4.80 Hz, 4H), 3.37 (t, J=4.80 Hz, 4H), 3.88 (s, 3H), 7.01 (dt, J=1.50 Hz, 3.90 Hz, 2H), 7.73 (dt, J=1.50 Hz, 3.60 Hz, 2H); MS (ES) m/z 269.8 (MH+); HRMS for C12H15NO4S: 269.0722; Anal. Calcd. for C12H15NO4S: C, 53.52; H, 5.61; N, 5.20. Found: C, 53.35; H, 5.60; N, 5.15. RXN SMILES: [CH3:1][O:2][C:3]1[CH:8]=[CH:7][C:6]([S:9](Cl)(=[O:11])=[O:10])=[CH:5][CH:4]=1.Cl.O.[NH:15]1[CH2:20][CH2:19][C:18](=[O:21])[CH2:17][CH2:16]1>>[CH3:1][O:2][C:3]1[CH:8]=[CH:7][C:6]([S:9]([N:15]2[CH2:20][CH2:19][C:18](=[O:21])[CH2:17][CH2:16]2)(=[O:11])=[O:10])=[CH:5][CH:4]=1 |f:1.2.3|. Starting materials: COC1=CC=C(C=C1)S(=O)(=O)Cl (4-methoxybezenesulfonyl chloride), Cl.O.N1CCC(CC1)=O (4-piperidone monohydrate hydrochloride), Intermediate 22. Product: COC1=CC=C(C=C1)S(=O)(=O)N1CCC(CC1)=O (1-(4-Methoxy-benzenesulfonyl)-piperidin-4-one). Reaction SMILES: [F:1][C:2]1([F:8])[CH2:4][CH:3]1[C:5](O)=[O:6].N1(O)C2C=CC=CC=2N=N1.C(Cl)CCl.C(=O)(O)[O-].[Na+].[O:28]1[CH2:33][CH2:32][N:31]([C:34]2[CH:58]=[CH:57][C:37]3[NH:38][C:39]([C:41]4[C:49]5[C:44](=[CH:45][CH:46]=[C:47]([NH2:50])[CH:48]=5)[N:43]([CH:51]5[CH2:56][CH2:55][CH2:54][CH2:53][O:52]5)[N:42]=4)=[N:40][C:36]=3[CH:35]=2)[CH2:30][CH2:29]1>CN(C=O)C>[F:1][C:2]1([F:8])[CH2:4][CH:3]1[C:5]([NH:50][C:47]1[CH:48]=[C:49]2[C:44](=[CH:45][CH:46]=1)[N:43]([CH:51]1[CH2:56][CH2:55][CH2:54][CH2:53][O:52]1)[N:42]=[C:41]2[C:39]1[NH:38][C:37]2[CH:57]=[CH:58][C:34]([N:31]3[CH2:32][CH2:33][O:28][CH2:29][CH2:30]3)=[CH:35][C:36]=2[N:40]=1)=[O:6] |f:3.4|. Reaction conditions: time 24 hour. Product: FC1(C(C1)C(=O)NC=1C=C2C(=NN(C2=CC1)C1OCCCC1)C1=NC2=C(N1)C=CC(=C2)N2CCOCC2)F (2,2-difluoro-N-(3-(5-morpholino-1H-benzo[d]imidazol-2-yl)-1-(tetrahydro-2H-pyran-2-yl)-1H-indazol-5-yl)cyclopropanecarboxamide). Reported procedure: 2,2-Difluorocyclopropanecarboxylic acid (6.42 mg, 0.053 mmol), 1H-benzo[d][1,2,3]triazol-1-ol (9.69 mg, 0.072 mmol), EDC (13.74 mg, 0.072 mmol) and sodium bicarbonate (4.01 mg, 0.048 mmol) was added to a solution of 3-(5-morpholino-1H-benzo[d]imidazol-2-yl)-1-(tetrahydro-2H-pyran-2-yl)-1H-indazol-5-amine (20 mg, 0.048 mmol) in DMF (6 mL). The reaction mixture was stirred at room temperature for 24 h, and then the solvent was removed in vacuo. Upon purification by flash chromatography (6% CH3OH/C... Isolated yield 59.8%. The solvent is CN(C)C=O (DMF). Starting materials: FC1(C(C1)C(=O)O)F (2,2-Difluorocyclopropanecarboxylic acid), N1(N=NC2=C1C=CC=C2)O (1H-benzo[d][1,2,3]triazol-1-ol), C(CCl)Cl (EDC), C([O-])(O)=O.[Na+] (sodium bicarbonate), O1CCN(CC1)C1=CC2=C(NC(=N2)C2=NN(C3=CC=C(C=C23)N)C2OCCCC2)C=C1 (3-(5-morpholino-1H-benzo[d]imidazol-2-yl)-1-(tetrahydro-2H-pyran-2-yl)-1H-indazol-5-amine). The reactants are FC(C1=CC=C(C=C1)N1N=C(N=C1)C1=CC=C(C=C1)C#CCCO)(F)F (4-(4-(1-(4-(trifluoromethyl)phenyl)-1H-1,2,4-triazol-3-yl)phenyl)but-3-yn-1-ol). Reagents/catalysts: [Pd] (palladium on carbon). Solvent: C(C)(=O)OCC (ethyl acetate). Run at time 8 hour. Product: FC(C1=CC=C(C=C1)N1N=C(N=C1)C1=CC=C(C=C1)CCCCO)(F)F (4-(4-(1-(4-(trifluoromethyl)phenyl)-1H-1,2,4-triazol-3-yl)phenyl)butan-1-ol). The yield is 103.9%. RXN SMILES: [F:1][C:2]([F:26])([F:25])[C:3]1[CH:8]=[CH:7][C:6]([N:9]2[CH:13]=[N:12][C:11]([C:14]3[CH:19]=[CH:18][C:17]([C:20]#[C:21][CH2:22][CH2:23][OH:24])=[CH:16][CH:15]=3)=[N:10]2)=[CH:5][CH:4]=1>[Pd].C(OCC)(=O)C>[F:26][C:2]([F:1])([F:25])[C:3]1[CH:8]=[CH:7][C:6]([N:9]2[CH:13]=[N:12][C:11]([C:14]3[CH:19]=[CH:18][C:17]([CH2:20][CH2:21][CH2:22][CH2:23][OH:24])=[CH:16][CH:15]=3)=[N:10]2)=[CH:5][CH:4]=1. Procedure details: To 4-(4-(1-(4-(trifluoromethyl)phenyl)-1H-1,2,4-triazol-3-yl)phenyl)but-3-yn-1-ol (C61) (0.376 g, 0.967 mmol) in a 100 mL round bottomed flask equipped with a stir bar and septa was added ethyl acetate (9.67 mL) followed by palladium on carbon (0.103 g, 0.0970 mmol). The reaction mixture was evacuated with vacuum and purged with hydrogen (balloon) (2×) and stirred at room temperature overnight. The reaction mixture was filtered through Celite®, washed with ethyl acetate and concentrated to provi... Starting materials: C(C)(C)(C)OC(NC1CCNCC1)=O (Piperidin-4-yl-carbamic acid tert-butyl ester), C(C)(C)(C)OC(N[C@H]1CN(CC1)C1=NC=CC=C1C(F)(F)F)=O ([(R)-1-(3-Trifluoromethylpyridin-2-yl)pyrrolidin-3-yl]-carbamic acid tert-butyl ester), FC(C=1C(=NC=CC1)N1C[C@@H](CC1)N)(F)F ((R)-1-(3-Trifluoromethylpyridin-2-yl)pyrrolidin-3-ylamine). Yields the product FC(C=1C=CC(=NC1)N1CCC(CC1)N)(F)F (1-(5-Trifluoromethylpyridin-2-yl)piperidin-4-ylamine). RXN SMILES: C(OC(=O)[NH:7][CH:8]1[CH2:13][CH2:12][NH:11][CH2:10][CH2:9]1)(C)(C)C.C(OC(=O)N[C@@H]1CCN([C:27]2[C:32]([C:33]([F:36])([F:35])[F:34])=[CH:31][CH:30]=[CH:29][N:28]=2)C1)(C)(C)C.FC(F)(F)C1C(N2CC[C@@H](N)C2)=NC=CC=1>>[F:34][C:33]([F:36])([F:35])[C:32]1[CH:31]=[CH:30][C:29]([N:11]2[CH2:10][CH2:9][CH:8]([NH2:7])[CH2:13][CH2:12]2)=[N:28][CH:27]=1. Procedure details: The title compound was prepared from D7 and 2-chloro-5-ifluoromethylpyridine using the procedure outlined for Descriptions D1 and D2.